Dataset: the Open Reaction Database (ORD), a public repository of structured organic reaction records. Task: describe an organic reaction: reactants, conditions, products, and yield Starting materials: C1CNCCN1, CN(C)C=O, CC#N, CCN(C(C)C)C(C)C, CC(N)c1cc(Cl)cc2c1OCO2, CC(Nc1cc(F)ccc1S(C)(=O)=O)c1cc(Cl)cc2c1OCO2, CS(=O)(=O)c1ccc(F)cc1F, O. The product is CC(Nc1cc(N2CCNCC2)ccc1S(C)(=O)=O)c1cc(Cl)cc2c1OCO2. RXN SMILES: [CH2:59]1[CH2:60][NH:61][CH2:62][CH2:63][NH:64]1.[CH3:65][N:66]([CH3:67])[CH:68]=[O:69].[CH3:70][C:71]#[N:72].[CH:26]([N:27]([CH:28]([CH3:29])[CH3:30])[CH2:31][CH3:32])([CH3:33])[CH3:34].[Cl:1][c:2]1[cH:3][c:4]([CH:5]([NH2:6])[CH3:7])[c:8]2[c:12]([cH:13]1)[O:11][CH2:10][O:9]2.[Cl:35][c:36]1[cH:37][c:38]2[c:39]([c:43]([CH:45]([CH3:46])[NH:47][c:48]3[c:49]([S:55](=[O:56])(=[O:57])[CH3:58])[cH:50][cH:51][c:52]([F:54])[cH:53]3)[cH:44]1)[O:40][CH2:41][O:42]2.[F:14][c:15]1[cH:16][c:17]([F:18])[cH:19][cH:20][c:21]1[S:22]([CH3:23])(=[O:24])=[O:25].[OH2:73]>>[Cl:35][c:36]1[cH:37][c:38]2[c:39]([c:43]([CH:45]([CH3:46])[NH:47][c:48]3[c:49]([S:55](=[O:56])(=[O:57])[CH3:58])[cH:50][cH:51][c:52]([N:61]4[CH2:60][CH2:59][NH:64][CH2:63][CH2:62]4)[cH:53]3)[cH:44]1)[O:40][CH2:41][O:42]2. Reactants: CCOC(OCC)c1ccc(Br)cc1, [Li]CCCC, C1CCOC1, CC(C)(C)CC=O, CCOC(C)=O, O. The product is CCOC(OCC)c1ccc(C(O)CC(C)(C)C)cc1. Reaction SMILES: [Br:1][c:2]1[cH:3][cH:4][c:5]([CH:8]([O:9][CH2:10][CH3:11])[O:12][CH2:13][CH3:14])[cH:6][cH:7]1.[CH2:15]([Li:16])[CH2:17][CH2:18][CH3:19].[CH2:28]1[O:29][CH2:30][CH2:31][CH2:32]1.[CH3:20][C:21]([CH2:22][CH:23]=[O:24])([CH3:25])[CH3:26].[CH3:33][CH2:34][O:35][C:36]([CH3:37])=[O:38].[OH2:27]>>[c:2]1([CH:23]([CH2:22][C:21]([CH3:20])([CH3:25])[CH3:26])[OH:24])[cH:3][cH:4][c:5]([CH:8]([O:9][CH2:10][CH3:11])[O:12][CH2:13][CH3:14])[cH:6][cH:7]1. The reactants are CS(=O)(=O)c1nccc(Oc2ccc(NC(=O)c3cc(F)cc(N4CCOCC4)c3)c3ccccc23)n1, NC1CCS(=O)(=O)C1. Product: O=C(Nc1ccc(Oc2ccnc(NC3CCS(=O)(=O)C3)n2)c2ccccc12)c1cc(F)cc(N2CCOCC2)c1. As a reaction SMILES: [F:1][c:2]1[cH:3][c:4]([C:5](=[O:6])[NH:7][c:8]2[cH:9][cH:10][c:11]([O:18][c:19]3[n:20][c:21]([S:25]([CH3:26])(=[O:27])=[O:28])[n:22][cH:23][cH:24]3)[c:12]3[cH:13][cH:14][cH:15][cH:16][c:17]23)[cH:29][c:30]([N:32]2[CH2:33][CH2:34][O:35][CH2:36][CH2:37]2)[cH:31]1.[O:38]=[S:39]1(=[O:45])[CH2:40][CH:41]([NH2:44])[CH2:42][CH2:43]1>>[F:1][c:2]1[cH:3][c:4]([C:5](=[O:6])[NH:7][c:8]2[cH:9][cH:10][c:11]([O:18][c:19]3[n:20][c:21]([NH:44][CH:41]4[CH2:40][S:39](=[O:38])(=[O:45])[CH2:43][CH2:42]4)[n:22][cH:23][cH:24]3)[c:12]3[cH:13][cH:14][cH:15][cH:16][c:17]23)[cH:29][c:30]([N:32]2[CH2:33][CH2:34][O:35][CH2:36][CH2:37]2)[cH:31]1. Yields the product O1C(=NC2=C1C=CC=C2)N(C)CCOC2=CC=C(C=C2)CC(C(=O)OC)OCC2=CC=CC=C2 (Methyl 3-[4-[2-[N-(2-benzoxazolyl)-N-methylamino]ethoxy]phenyl]-2-(phenylmethoxy)propanoate). Reaction conditions: time 15 minute. Solvent: O (water), CN(C=O)C (N,N-dimethyl formamide). The reactants are [H-].[Na+] (Sodium hydride), O1C(=NC2=C1C=CC=C2)N(C)CCOC2=CC=C(C=C2)CC(C(=O)OC)O (methyl 3-[4-[2-[N-(2-benzoxazolyl)-N-methylamino]ethoxy]phenyl]-2-hydroxypropanoate), C(C1=CC=CC=C1)Br (benzyl bromide). Procedure details: Sodium hydride (60% dispersion in mineral oil; 0.14 g) was added portionwise to a stirred solution of methyl 3-[4-[2-[N-(2-benzoxazolyl)-N-methylamino]ethoxy]phenyl]-2-hydroxypropanoate (1.20 g) in dry N,N-dimethyl formamide (20 mL) under a nitrogen atmosphere. The mixture was stirred at room temperature for 15 minutes prior to the addition of benzyl bromide (0.6 mL). Stirring was continued at room temperature for 3 hrs, then at 80° C. for 17 hrs before the mixture was cooled, diluted with water... RXN SMILES: [H-].[Na+].[O:3]1[C:7]2[CH:8]=[CH:9][CH:10]=[CH:11][C:6]=2[N:5]=[C:4]1[N:12]([CH2:14][CH2:15][O:16][C:17]1[CH:22]=[CH:21][C:20]([CH2:23][CH:24]([OH:29])[C:25]([O:27][CH3:28])=[O:26])=[CH:19][CH:18]=1)[CH3:13].[CH2:30](Br)[C:31]1[CH:36]=[CH:35][CH:34]=[CH:33][CH:32]=1>CN(C)C=O.O>[O:3]1[C:7]2[CH:8]=[CH:9][CH:10]=[CH:11][C:6]=2[N:5]=[C:4]1[N:12]([CH2:14][CH2:15][O:16][C:17]1[CH:22]=[CH:21][C:20]([CH2:23][CH:24]([O:29][CH2:30][C:31]2[CH:36]=[CH:35][CH:34]=[CH:33][CH:32]=2)[C:25]([O:27][CH3:28])=[O:26])=[CH:19][CH:18]=1)[CH3:13] |f:0.1|. The reactants are ClC1=CC=C(C(=C)C)C=C1 (4-chloro-α-methylstyrene), BrN1C(CCC1=O)=O (N-bromosuccinimide). The reagents and catalysts are O.C1(=CC=C(C=C1)S(=O)(=O)O)C (p-toluenesulfonic acid monohydrate). Solvent: C1CCOC1 (THF). The product is BrCC(=C)C1=CC=C(C=C1)Cl (1-[1-(bromomethyl)ethenyl]-4-chlorobenzene). Isolated yield 103.2%. As a reaction SMILES: [Cl:1][C:2]1[CH:10]=[CH:9][C:5]([C:6]([CH3:8])=[CH2:7])=[CH:4][CH:3]=1.[Br:11]N1C(=O)CCC1=O>O.C1(C)C=CC(S(O)(=O)=O)=CC=1.C1COCC1>[Br:11][CH2:7][C:6]([C:5]1[CH:9]=[CH:10][C:2]([Cl:1])=[CH:3][CH:4]=1)=[CH2:8] |f:2.3|. Procedure: A mixture of 31.0 g (0.20 mol) of 4-chloro-α-methylstyrene, 38.0 g (0.21 mol) of N-bromosuccinimide, 3.9 g (0.02 mol) of p-toluenesulfonic acid monohydrate and 610 mL of THF was heated at reflux for 3 h and then concentrated at room temperature. The residue was partitioned between 400 mL of hexanes and 200 mL of H2O, the organic phase was washed twice with 100 mL H2O and dried (MgSO4). Removal of solvent gave 47.8 g of a yellow oil that was used without further purification. 1H NMR (CDCl3, 200 M...